From a dataset of the Open Reaction Database (ORD), a public repository of structured organic reaction records. describe an organic reaction: reactants, conditions, products, and yield Starting materials: C[S-], Clc1nc(NCCc2ccccc2)c2ncn(C3CCCCO3)c2n1, [Na+]. Product: CSc1nc(NCCc2ccccc2)c2ncn(C3CCCCO3)c2n1. As a reaction SMILES: [CH3:26][S-:27].[Cl:1][c:2]1[n:3][c:4]([NH:17][CH2:18][CH2:19][c:20]2[cH:21][cH:22][cH:23][cH:24][cH:25]2)[c:5]2[n:6][cH:7][n:8]([CH:11]3[O:12][CH2:13][CH2:14][CH2:15][CH2:16]3)[c:9]2[n:10]1.[Na+:28]>>[c:2]1([S:27][CH3:26])[n:3][c:4]([NH:17][CH2:18][CH2:19][c:20]2[cH:21][cH:22][cH:23][cH:24][cH:25]2)[c:5]2[n:6][cH:7][n:8]([CH:11]3[O:12][CH2:13][CH2:14][CH2:15][CH2:16]3)[c:9]2[n:10]1. Starting materials: S(=O)(=O)([O-])OOS(=O)(=O)[O-].[K+].[K+] (potassium peroxydisulphate), 2.31, S(=O)(=O)(O)[O-].[K+] (potassium hydrogen sulphate), C(C)(C)(C)OC(=O)N[C@@H]1C(N([C@@H]1C(=CC(=O)OCC)C)CC1=C(C=C(C=C1)OC)OC)=O (ethyl rac-cis-3-(1-t-butoxyformamido)-1-(2,4-dimethoxybenzyl)-β-methyl-2-oxo-4-azetidineacrylate). Solvent: C(C)#N (acetonitrile). Yields the product C(C)OC(=O)C=C(C)C1C(C(N1)=O)NC(=O)OC(C)(C)C (t-butyl 4-[2-(ethoxycarbonyl)-1-methylvinyl]-2-oxo-3-azetidinecarbamate). Isolated yield 37.3%. As a reaction SMILES: [C:1]([O:5][C:6]([NH:8][C@H:9]1[C@@H:12]([C:13]([CH3:20])=[CH:14][C:15]([O:17][CH2:18][CH3:19])=[O:16])[N:11](CC2C=CC(OC)=CC=2OC)[C:10]1=[O:32])=[O:7])([CH3:4])([CH3:3])[CH3:2].S(OOS([O-])(=O)=O)([O-])(=O)=O.[K+].[K+].S([O-])(O)(=O)=O.[K+]>C(#N)C>[CH2:18]([O:17][C:15]([CH:14]=[C:13]([CH:12]1[NH:11][C:10](=[O:32])[CH:9]1[NH:8][C:6]([O:5][C:1]([CH3:2])([CH3:4])[CH3:3])=[O:7])[CH3:20])=[O:16])[CH3:19] |f:1.2.3,4.5|. Procedure details: 4.0 g (8.9 mmol) of ethyl rac-cis-3-(1-t-butoxyformamido)-1-(2,4-dimethoxybenzyl)-β-methyl-2-oxo-4-azetidineacrylate are dissolved in 300 ml of acetonitrile and the solution is treated at 90°-95° C. with 3.86 g (14.3 mmol) of potassium peroxydisulphate and 2.31 (13.3 mmol) of potassium hydrogen sulphate for 2 hours. The organic solvent is removed by evaporation and the aqueous phase is extracted with chloroform. The combined organic phases are washed with aqueous sodium chloride solution and dri... Reactants: COCNC(=O)NC1CCC(C=2SC=CC21)O (1-(methoxymethyl)-3-(4,5,6,7-tetrahydro-7-hydroxybenzo[b]thien-4-yl)urea). The reagents and catalysts are [O-2].[O-2].[Mn+4] (manganese dioxide). Run in CC(=O)C (acetone). Run at time 2 hour. Yields the product COCNC(=O)NC1CCC(C=2SC=CC21)=O (1-(methoxymethyl)-3-(4,5,6,7-tetrahydro-7-oxobenzo[b]thien-4-yl)urea). Isolated yield 90.7%. As a reaction SMILES: [CH3:1][O:2][CH2:3][NH:4][C:5]([NH:7][CH:8]1[C:16]2[CH:15]=[CH:14][S:13][C:12]=2[CH:11]([OH:17])[CH2:10][CH2:9]1)=[O:6]>CC(C)=O.[O-2].[O-2].[Mn+4]>[CH3:1][O:2][CH2:3][NH:4][C:5]([NH:7][CH:8]1[C:16]2[CH:15]=[CH:14][S:13][C:12]=2[C:11](=[O:17])[CH2:10][CH2:9]1)=[O:6] |f:2.3.4|. Reported procedure: A solution of 1-(methoxymethyl)-3-(4,5,6,7-tetrahydro-7-hydroxybenzo[b]thien-4-yl)urea (0.35 g., 1.37 mmole) in acetone (40 ml.) is treated with manganese dioxide (3.5 g.). After 2 hours stirring the reaction mixture is filtered through celite, the cake washed thoroughly with acetone and the filtrate and washings evaporated to furnish 0.32 g. on 90.7% yield of the title compound as a crystalline solid, m.p. 155°-158° C. Recrystallization from hot acetone affords the analytical sample, m.p. 159°-...